From a dataset of the Open Reaction Database (ORD), a public repository of structured organic reaction records. describe an organic reaction: reactants, conditions, products, and yield Reactants: BrN1C(CCC1=O)=O (N-bromosuccinimide), FC1=CC=C(C=C1)N1C(=CC=C1)C1=CC=C(C=C1)S(=O)(=O)C (1-(4-fluorophenyl)-2-(4-methylsulfonylphenyl)pyrrole), O (water). Run in O1CCCC1 (tetrahydrofuran). Conditions: time 1 hour. Product: BrC1=CC=C(N1C1=CC=C(C=C1)F)C1=CC=C(C=C1)S(=O)(=O)C (5-Bromo-1-(4-fluorophenyl)-2-(4-methylsulfonylphenyl)pyrrole). Isolated yield 71.0%. As a reaction SMILES: [F:1][C:2]1[CH:7]=[CH:6][C:5]([N:8]2[CH:12]=[CH:11][CH:10]=[C:9]2[C:13]2[CH:18]=[CH:17][C:16]([S:19]([CH3:22])(=[O:21])=[O:20])=[CH:15][CH:14]=2)=[CH:4][CH:3]=1.[Br:23]N1C(=O)CCC1=O.O>O1CCCC1>[Br:23][C:12]1[N:8]([C:5]2[CH:4]=[CH:3][C:2]([F:1])=[CH:7][CH:6]=2)[C:9]([C:13]2[CH:18]=[CH:17][C:16]([S:19]([CH3:22])(=[O:21])=[O:20])=[CH:15][CH:14]=2)=[CH:10][CH:11]=1. Procedure: 0.32 g (1.0 mmol) of 1-(4-fluorophenyl)-2-(4-methylsulfonylphenyl)pyrrole (prepared as described in Example 33) was dissolved in 10 ml of anhydrous tetrahydrofuran, and 0.18 g (1.0 mmol) of N-bromosuccinimide was added to the resulting solution, whilst ice-cooling. The mixture was then stirred, whilst ice-cooling for 1 hour and then at room temperature for a further 1 hour. At the end of this time, water was added to the mixture, and the resulting mixture was extracted with methylene chloride. T... The reactants are COC(=O)c1c(CBr)cccc1[N+](=O)[O-], [C-]#N, CO, [K+], O. Product: COC(=O)c1c(CC#N)cccc1[N+](=O)[O-]. RXN SMILES: [Br:4][CH2:5][c:6]1[c:7]([C:8](=[O:9])[O:10][CH3:11])[c:12]([N+:16](=[O:17])[O-:18])[cH:13][cH:14][cH:15]1.[C-:1]#[N:2].[CH3:20][OH:21].[K+:3].[OH2:19]>>[C:1](#[N:2])[CH2:5][c:6]1[c:7]([C:8](=[O:9])[O:10][CH3:11])[c:12]([N+:16](=[O:17])[O-:18])[cH:13][cH:14][cH:15]1. The reactants are CC[SiH](CC)CC, [Cl-], ClCCl, O=C(O)C(F)(F)F, [NH4+], Cc1c(O)cccc1C(=O)c1ccccc1. The product is Cc1c(O)cccc1Cc1ccccc1. RXN SMILES: [CH2:17]([SiH:18]([CH2:19][CH3:20])[CH2:21][CH3:22])[CH3:23].[Cl-:31].[Cl:33][CH2:34][Cl:35].[F:24][C:25]([F:26])([F:27])[C:28]([OH:29])=[O:30].[NH4+:32].[OH:1][c:2]1[c:3]([CH3:16])[c:4]([C:8](=[O:9])[c:10]2[cH:11][cH:12][cH:13][cH:14][cH:15]2)[cH:5][cH:6][cH:7]1>>[OH:1][c:2]1[c:3]([CH3:16])[c:4]([CH2:8][c:10]2[cH:11][cH:12][cH:13][cH:14][cH:15]2)[cH:5][cH:6][cH:7]1.